Dataset: the Open Reaction Database (ORD), a public repository of structured organic reaction records. Task: describe an organic reaction: reactants, conditions, products, and yield Reactants: CCOC(=O)c1csc(C2CCN(C(=O)OC(C)(C)C)CC2)n1, CCOC(C)=O, Cl, [Li+], C1CCOC1, [OH-], O, O. Product: CC(C)(C)OC(=O)N1CCC(c2nc(C(=O)O)cs2)CC1. Reaction SMILES: [CH2:4]([CH3:5])[O:6][C:7](=[O:8])[c:9]1[n:10][c:11]([CH:14]2[CH2:15][CH2:16][N:17]([C:20](=[O:21])[O:22][C:23]([CH3:24])([CH3:25])[CH3:26])[CH2:18][CH2:19]2)[s:12][cH:13]1.[CH3:28][CH2:29][O:30][C:31](=[O:32])[CH3:33].[ClH:27].[Li+:3].[O:34]1[CH2:35][CH2:36][CH2:37][CH2:38]1.[OH-:2].[OH2:1].[OH2:39]>>[O:6]=[C:7]([OH:8])[c:9]1[n:10][c:11]([CH:14]2[CH2:15][CH2:16][N:17]([C:20](=[O:21])[O:22][C:23]([CH3:24])([CH3:25])[CH3:26])[CH2:18][CH2:19]2)[s:12][cH:13]1. Starting materials: BrC1=CC=C(C=C1)OC (4-bromoanisole), N1C=NC=C1 (imidazole), C([O-])([O-])=O.[K+].[K+] (potassium carbonate), cuprous bromide. Solvent: CN1C(CCC1)=O (N-methylpyrrolidinone). Product: COC1=CC=C(C=C1)N1C=NC=C1 (1-(4-Methoxyphenyl)-1H-imidazole). The yield is 49.9%. RXN SMILES: Br[C:2]1[CH:7]=[CH:6][C:5]([O:8][CH3:9])=[CH:4][CH:3]=1.[NH:10]1[CH:14]=[CH:13][N:12]=[CH:11]1.C(=O)([O-])[O-].[K+].[K+]>CN1CCCC1=O>[CH3:9][O:8][C:5]1[CH:6]=[CH:7][C:2]([N:10]2[CH:14]=[CH:13][N:12]=[CH:11]2)=[CH:3][CH:4]=1 |f:2.3.4|. Procedure: A mixture of 37.4 g (0.20 mole) of 4-bromoanisole, 170 g (0.25 mole) of imidazole, 26 g (0.2 mole) of potassium carbonate, and 1.2 g of cuprous bromide in 150 ml of N-methylpyrrolidinone was heated at reflux under a blanket of nitrogen for 4 hr. The mixture was filtered and concentrated to remove the solvent. The residue was partitioned between dilute sodium hydroxide solution and methylene chloride. After filtration, the organic fraction was chromatographed. The desired fractions were concentra... The reactants are CC1(C=2C=CC(=CC2C(=CC1)C1=CC=C(C=C1)C)C#CC1=CC=C(C(=O)OCC)C=C1)C (ethyl 4-[(5,6-dihydro-5,5-dimethyl-8-(4-methylphenyl)-2-naphthalenyl)ethynyl]benzoate), CC1(C=2C=CC(=CC2C(=CC1)C1=CC=C(C=C1)O[Si](C)(C)CC(C)C)C#CC1=CC=C(C(=O)OCC)C=C1)C (Ethyl 4-[(5,6-dihydro-5,5-dimethyl-8-(4-((2,2-dimethylethyl)-dimethylsiloxy)phenyl)-2-naphthalenyl)ethynyl]benzoate), O[Li].O (LiOH—H2O). Run in C1CCOC1.O (THF water). Product: CC1(C=2C=CC(=CC2C(=CC1)C1=CC=C(C=C1)C)C#CC1=CC=C(C(=O)O)C=C1)C (4-[(5,6-dihydro-5,5-dimethyl-8-(4-methylphenyl)-2-naphthalenyl)ethynyl]benzoic acid). RXN SMILES: [CH3:1][C:2]1([CH3:32])[CH2:11][CH:10]=[C:9]([C:12]2[CH:17]=[CH:16][C:15]([CH3:18])=[CH:14][CH:13]=2)[C:8]2[CH:7]=[C:6]([C:19]#[C:20][C:21]3[CH:31]=[CH:30][C:24]([C:25]([O:27]CC)=[O:26])=[CH:23][CH:22]=3)[CH:5]=[CH:4][C:3]1=2.CC1(C)CC=C(C2C=CC(O[Si](CC(C)C)(C)C)=CC=2)C2C=C(C#CC3C=CC(C(OCC)=O)=CC=3)C=CC1=2.O[Li].O>C1COCC1.O>[CH3:1][C:2]1([CH3:32])[CH2:11][CH:10]=[C:9]([C:12]2[CH:17]=[CH:16][C:15]([CH3:18])=[CH:14][CH:13]=2)[C:8]2[CH:7]=[C:6]([C:19]#[C:20][C:21]3[CH:22]=[CH:23][C:24]([C:25]([OH:27])=[O:26])=[CH:30][CH:31]=3)[CH:5]=[CH:4][C:3]1=2 |f:2.3,4.5|. Reported procedure: A solution of 142.6 mg (0.339 mmol) of ethyl 4-[(5,6-dihydro-5,5-dimethyl-8-(4-methylphenyl)-2-naphthalenyl)ethynyl]benzoate (Compound 1) and 35.6 mg (0.848 mmol) of LiOH—H2O in 12 ml of THF/water (4:1, v/v), was stirred overnight at room temperature. The reaction mixture was extracted with hexanes, and the hexane fraction extracted with 5% aqueous NaOH. The aqueous layers .were combined and acidified with 1M HCl, and then extracted with EtOAc and Et2O. The combined organic layers were dried ove... Reactants: O.[O-2].[O-2].[O-2].O=[Si]=O.O=[Si]=O.O=[Si]=O.O=[Si]=O.[Al+3].[Al+3] (Montmorillonite K10), C(C=CC1=CC=CC=C1)=O (cinnamaldehyde), C(#N)C1=C(C(=O)C(=C(C1=O)Cl)Cl)C#N (DDQ), C(CCCCCCC)O (octanol). Solvent: O1CCOCC1 (dioxane). The product is C(C=CC1=CC=CC=C1)(=O)OCCCCCCCC (Octyl cinnamate). Yield: 86.0%. RXN SMILES: [CH:1](=[O:10])[CH:2]=[CH:3][C:4]1[CH:9]=[CH:8][CH:7]=[CH:6][CH:5]=1.C(C1C(=O)C(Cl)=C(Cl)C(=O)C=1C#N)#N.[CH2:25]([OH:33])[CH2:26][CH2:27][CH2:28][CH2:29][CH2:30][CH2:31][CH3:32].O.[O-2].[O-2].[O-2].O=[Si]=O.O=[Si]=O.O=[Si]=O.O=[Si]=O.[Al+3].[Al+3]>O1CCOCC1>[C:1]([O:33][CH2:25][CH2:26][CH2:27][CH2:28][CH2:29][CH2:30][CH2:31][CH3:32])(=[O:10])[CH:2]=[CH:3][C:4]1[CH:9]=[CH:8][CH:7]=[CH:6][CH:5]=1 |f:3.4.5.6.7.8.9.10.11.12|. Reported procedure: A homogeneous mixture containing cinnamaldehyde (7.5 mmol), DDQ (11.3 mmol), octanol (15 mL) and dioxane (10 mL) is taken in a round bottom flask and catalytic amount of AMBERLYST® 15 (0.1 g) is added to it. The mixture is refluxed for 6 hrs under Dean Stark apparatus. After completion of the reaction (observed by TLC and by GC analysis), the reaction mixture is filtered and washed with ethylacetate (5 ml×2). Concentrate the filtrate under reduced pressure and the crude product thus obtained is ... Reactants: BrC=1C=C(C=C(C1NC(C1=CC=CC=C1)=O)Br)C1=CC=CC=C1 (N-(3,5-dibromobiphenyl-4-yl)benzamide), C(C(C)C)B(O)O (isobutyl boronic acid), O.P(=O)([O-])([O-])[O-].[K+].[K+].[K+] (potassium phosphate monohydrate), O (water). The solvent is C(C)(=O)OCC (ethyl acetate), ClCCl (dichloromethane). Product: C(C(C)C)C=1C=C(C=C(C1NC(C1=CC=CC=C1)=O)CC(C)C)C1=CC=CC=C1 (N-(3,5-diisobutylbiphenyl-4-yl)benzamide). Isolated yield 171.1%. As a reaction SMILES: Br[C:2]1[CH:3]=[C:4]([C:18]2[CH:23]=[CH:22][CH:21]=[CH:20][CH:19]=2)[CH:5]=[C:6](Br)[C:7]=1[NH:8][C:9](=[O:16])[C:10]1[CH:15]=[CH:14][CH:13]=[CH:12][CH:11]=1.[CH2:24](B(O)O)[CH:25]([CH3:27])[CH3:26].O.P([O-])([O-])([O-])=O.[K+].[K+].[K+].O>C(OCC)(=O)C.ClCCl>[CH2:24]([C:2]1[CH:3]=[C:4]([C:18]2[CH:23]=[CH:22][CH:21]=[CH:20][CH:19]=2)[CH:5]=[C:6]([CH2:3][CH:4]([CH3:18])[CH3:5])[C:7]=1[NH:8][C:9](=[O:16])[C:10]1[CH:15]=[CH:14][CH:13]=[CH:12][CH:11]=1)[CH:25]([CH3:27])[CH3:26] |f:2.3.4.5.6|. Procedure: A mixture of N-(3,5-dibromobiphenyl-4-yl)benzamide (8.52 g, 19.8 mmol), isobutyl boronic acid (8.06 g, 79.2 mmol), potassium phosphate monohydrate (13.7 g, 59.4 mmol), water. (50 mL) and toluene (150 mL) was purged with nitrogen for 20 min before addition of tris(dibenzylideneacetone) dipalladium(0) (0.27 g 3% Pd) and 2-dicyclohexylphosphino-2′,6′-dimethoxybiphenyl (0.49 g, 6 mol %). The reaction was stirred at reflux for 18 h. After cooling to ambient temperature the mixture was diluted with et... The reactants are C(C1=CC=CC=C1)O (benzyl alcohol), ClC1=NC=CC=C1C#N (2-chloro-3-cyanopyridine), CN(C=O)C (N,N-dimethylformamide), [H-].[Na+] (sodium hydride). Run in O (Water). Run at time 3 day. Yields the product C(C1=CC=CC=C1)OC1=C(C#N)C=CC=N1 (2-(benzyloxy)nicotinonitrile). Isolated yield 69.1%. Reaction SMILES: [CH2:1]([OH:8])[C:2]1[CH:7]=[CH:6][CH:5]=[CH:4][CH:3]=1.Cl[C:10]1[C:15]([C:16]#[N:17])=[CH:14][CH:13]=[CH:12][N:11]=1.CN(C)C=O.[H-].[Na+]>O>[CH2:1]([O:8][C:10]1[N:11]=[CH:12][CH:13]=[CH:14][C:15]=1[C:16]#[N:17])[C:2]1[CH:7]=[CH:6][CH:5]=[CH:4][CH:3]=1 |f:3.4|. Procedure details: To a mixture of benzyl alcohol (32.0 g), 2-chloro-3-cyanopyridine (37.3 g) and N,N-dimethylformamide (200 mL) was added sodium hydride (60%, oil, 12.92 g) under ice-cooling. The reaction mixture was stirred at room temperature for 3 days. Water was added to the reaction mixture and the mixture was extracted with ethyl acetate. The organic layer was washed successively with water and saturated brine, dried over anhydrous magnesium sulfate and concentrated. The obtained residue was subjected to si...